From a dataset of the Open Reaction Database (ORD), a public repository of structured organic reaction records. describe an organic reaction: reactants, conditions, products, and yield Reactants: C1CCOC1, COC(=O)c1ccc(OCCCOc2ccc(C(O)(C(F)(F)F)C(F)(F)F)cc2C)cc1, [K+], [Li+], [OH-], O=S(=O)([O-])O. Product: Cc1cc(C(O)(C(F)(F)F)C(F)(F)F)ccc1OCCCOc1ccc(C(=O)O)cc1. As a reaction SMILES: [CH2:41]1[O:42][CH2:43][CH2:44][CH2:45]1.[CH3:1][O:2][C:3]([c:4]1[cH:5][cH:6][c:7]([O:10][CH2:11][CH2:12][CH2:13][O:14][c:15]2[c:16]([CH3:31])[cH:17][c:18]([C:21]([C:22]([F:23])([F:24])[F:25])([C:26]([F:27])([F:28])[F:29])[OH:30])[cH:19][cH:20]2)[cH:8][cH:9]1)=[O:32].[K+:40].[Li+:34].[OH-:33].[S:35](=[O:36])(=[O:37])([OH:38])[O-:39]>>[O:2]=[C:3]([c:4]1[cH:5][cH:6][c:7]([O:10][CH2:11][CH2:12][CH2:13][O:14][c:15]2[c:16]([CH3:31])[cH:17][c:18]([C:21]([C:22]([F:23])([F:24])[F:25])([C:26]([F:27])([F:28])[F:29])[OH:30])[cH:19][cH:20]2)[cH:8][cH:9]1)[OH:32]. Yields the product BrC1C(N(C(C1)=O)C1=CC=C(C=C1)F)=O (3-Bromo-1-(4-fluorophenyl)-2,5-pyrrolidinedione). Conditions: temperature 30 celsius, time 2 hour. Solvent: C1(=CC=CC=C1)C (toluene), C1(=CC=CC=C1)C (toluene). RXN SMILES: [C:1]1(=[O:7])O[C:4](=[O:5])[CH:3]=[CH:2]1.[F:8][C:9]1[CH:15]=[CH:14][C:12]([NH2:13])=[CH:11][CH:10]=1.C([Br:19])(=O)C>C1(C)C=CC=CC=1>[Br:19][CH:2]1[CH2:3][C:4](=[O:5])[N:13]([C:12]2[CH:14]=[CH:15][C:9]([F:8])=[CH:10][CH:11]=2)[C:1]1=[O:7]. Procedure details: 29.4 g. (0.3 mole) maleic acid anhydride were dissolved in 300 ml. toluene and a solution of 33.3 g. (0.3 mole) 4-fluoroaniline in 100 ml. toluene added thereto at 30° C. The hemi-anilide rapidly precipitated out. For the completion of the reaction, the mixture was heated for 2 hours to 100° C., then cooled, the precipitated product filtered off, washed and dried. The yield of hemi-anilide was quantitative. The hemianilide was suspended in acetic acid ethyl ester and 43 g. (0.35 mole) acetyl bro... Reactants: C1(\C=C/C(=O)O1)=O (maleic acid anhydride), FC1=CC=C(N)C=C1 (4-fluoroaniline), C(C)(=O)Br (acetyl bromide). Reactants: FC1=C(C(=CC=C1)F)NC(NC1=C(C=C(C=C1)C1=NOC(=C1)C(=O)NC(C(=O)OC)C(C)C)C)=O (Methyl 2-(3-(4-(3-(2,6-difluorophenyl)ureido)-3-methylphenyl) isoxazole-5-carboxamido)-3-methylbutanoate), [Li+].[OH-] (LiOH), Cl (HCl). Solvent: C1CCOC1.O (THF water). Conditions: time 15 minute. Product: FC1=C(C(=CC=C1)F)NC(NC1=C(C=C(C=C1)C1=NOC(=C1)C(=O)NC(C(=O)O)C(C)C)C)=O (2-(3-(4-(3-(2,6-Difluorophenyl)ureido)-3-methylphenyl)isoxazole-5-carboxamido)-3-methylbutanoic acid). RXN SMILES: [F:1][C:2]1[CH:7]=[CH:6][CH:5]=[C:4]([F:8])[C:3]=1[NH:9][C:10](=[O:35])[NH:11][C:12]1[CH:17]=[CH:16][C:15]([C:18]2[CH:22]=[C:21]([C:23]([NH:25][CH:26]([CH:31]([CH3:33])[CH3:32])[C:27]([O:29]C)=[O:28])=[O:24])[O:20][N:19]=2)=[CH:14][C:13]=1[CH3:34].[Li+].[OH-].Cl>C1COCC1.O>[F:8][C:4]1[CH:5]=[CH:6][CH:7]=[C:2]([F:1])[C:3]=1[NH:9][C:10](=[O:35])[NH:11][C:12]1[CH:17]=[CH:16][C:15]([C:18]2[CH:22]=[C:21]([C:23]([NH:25][CH:26]([CH:31]([CH3:32])[CH3:33])[C:27]([OH:29])=[O:28])=[O:24])[O:20][N:19]=2)=[CH:14][C:13]=1[CH3:34] |f:1.2,4.5|. Reported procedure: A mixture of the crude compound of step 8, LiOH (3.0 equiv.) and 50 ml of 5:1 THF/water was stirred at room temperature for 15 minutes. The reaction mixture was slightly acidified to pH <7 by adding 2N HCl and then evaporated to dryness under vacuum. The residue was dissolved in a chloroform and methanol mixture, adsorbed on silica (100-200 mesh) and purified by flash chromatography on silica gel, and then eluted with 2-15% methanol in chloroform to provide the title compound as a pale green sol... The reactants are COc1ccc2c(c1)C(C(=O)O)CCC2, Cc1csc(CNc2ccc(C(C)C)cc2)c1. Yields the product COc1ccc2c(c1)C(C(=O)N(Cc1cc(C)cs1)c1ccc(C(C)C)cc1)CCC2. As a reaction SMILES: [CH3:1][O:2][c:3]1[cH:4][cH:5][c:6]2[c:11]([cH:12]1)[CH:10]([C:13](=[O:14])[OH:15])[CH2:9][CH2:8][CH2:7]2.[CH:16]([CH3:17])([CH3:18])[c:19]1[cH:20][cH:21][c:22]([NH:25][CH2:26][c:27]2[s:28][cH:29][c:30]([CH3:32])[cH:31]2)[cH:23][cH:24]1>>[CH3:1][O:2][c:3]1[cH:4][cH:5][c:6]2[c:11]([cH:12]1)[CH:10]([C:13](=[O:15])[N:25]([c:22]1[cH:21][cH:20][c:19]([CH:16]([CH3:17])[CH3:18])[cH:24][cH:23]1)[CH2:26][c:27]1[s:28][cH:29][c:30]([CH3:32])[cH:31]1)[CH2:9][CH2:8][CH2:7]2. The reactants are CCOC(=O)c1noc(C(Cc2ccccc2)NC(=O)C(Cc2ccc3ccccc3c2)NC(=O)OC(C)(C)C)n1, CCOC(C)=O, Cl. Yields the product CCOC(=O)c1noc(C(Cc2ccccc2)NC(=O)C(N)Cc2ccc3ccccc3c2)n1, Cl. Reaction SMILES: [CH2:1]([CH3:2])[O:3][C:4](=[O:5])[c:6]1[n:7][o:8][c:9]([CH:11]([CH2:12][c:13]2[cH:14][cH:15][cH:16][cH:17][cH:18]2)[NH:19][C:20]([CH:21]([CH2:22][c:23]2[cH:24][c:25]3[cH:26][cH:27][cH:28][cH:29][c:30]3[cH:31][cH:32]2)[NH:33][C:34]([O:35][C:36]([CH3:37])([CH3:38])[CH3:39])=[O:40])=[O:41])[n:10]1.[CH3:43][CH2:44][O:45][C:46](=[O:47])[CH3:48].[ClH:42]>>[CH2:1]([CH3:2])[O:3][C:4](=[O:5])[c:6]1[n:7][o:8][c:9]([CH:11]([CH2:12][c:13]2[cH:14][cH:15][cH:16][cH:17][cH:18]2)[NH:19][C:20]([CH:21]([CH2:22][c:23]2[cH:24][c:25]3[cH:26][cH:27][cH:28][cH:29][c:30]3[cH:31][cH:32]2)[NH2:33])=[O:41])[n:10]1.[ClH:42]. Reactants: C(CC)(=O)C1=C(C(=O)O)C=CC=C1 (o-propionyl-benzoic acid), C1(=C(C=CC=C1)N)N (o-phenylenediamine). The solvent is ClC1=CC=CC=C1 (chlorobenzene). Yields the product CC12N(C(C3=CC=CC=C13)=O)C1=C(N2)C=CC=C1 (4b-methyl-4b,5-dihydro-11H-benzo[4,5]imidazo[2,1-a]isoindol-11-one), C(C)(=O)C1=C(C(=O)O)C=CC=C1 (o-acetylbenzoic acid), C1(=C(C=CC=C1)N)N (o-phenylenediamine). As a reaction SMILES: [C:1]([C:5]1[CH:13]=[CH:12][CH:11]=[CH:10][C:6]=1[C:7]([OH:9])=[O:8])(=[O:4])[CH2:2]C.[C:14]1([NH2:21])[CH:19]=[CH:18][CH:17]=[CH:16][C:15]=1[NH2:20]>ClC1C=CC=CC=1>[CH3:2][C:1]12[NH:21][C:14]3[CH:19]=[CH:18][CH:17]=[CH:16][C:15]=3[N:20]1[C:7](=[O:9])[C:6]1[C:5]2=[CH:13][CH:12]=[CH:11][CH:10]=1.[C:1]([C:5]1[CH:13]=[CH:12][CH:11]=[CH:10][C:6]=1[C:7]([OH:9])=[O:8])(=[O:4])[CH3:2].[C:14]1([NH2:21])[CH:19]=[CH:18][CH:17]=[CH:16][C:15]=1[NH2:20]. Procedure details: 17.8 Parts of o-propionyl-benzoic acid and 11 parts of o-phenylenediamine are heated for 1 hour in 200 parts of chlorobenzene while distilling off water and chlorobenzene. The excess chlorobenzene is then removed in vacuo and the residue is distilled under high vacuum. The destillate solidifies and is recrystallised from a little ethyl acetate. The pure 4b-ethyl-4b,5-dihydro-11H-benzo[4,5]imidazo[2,1-a]isoindol-11-one of the formula ##STR30## melts at 134°. 4b-methyl-4b,5-dihydro-11H-benzo[4,5]i... Starting materials: C1CCOC1, CC(CCBr)N(c1cc(F)ccc1F)S(=O)(=O)c1ccc(Cl)cc1, [N-]=[N+]=[N-], [Na+], O. Product: CC(CCN=[N+]=[N-])N(c1cc(F)ccc1F)S(=O)(=O)c1ccc(Cl)cc1. Reaction SMILES: [CH2:29]1[O:30][CH2:31][CH2:32][CH2:33]1.[Cl:1][c:2]1[cH:3][cH:4][c:5]([S:8](=[O:9])(=[O:10])[N:11]([CH:12]([CH2:13][CH2:14][Br:15])[CH3:16])[c:17]2[c:18]([F:24])[cH:19][cH:20][c:21]([F:23])[cH:22]2)[cH:6][cH:7]1.[N-:26]=[N+:27]=[N-:28].[Na+:25].[OH2:34]>>[Cl:1][c:2]1[cH:3][cH:4][c:5]([S:8](=[O:9])(=[O:10])[N:11]([CH:12]([CH2:13][CH2:14][N:26]=[N+:27]=[N-:28])[CH3:16])[c:17]2[c:18]([F:24])[cH:19][cH:20][c:21]([F:23])[cH:22]2)[cH:6][cH:7]1. The reactants are N(=O)[O-].[Na+] (sodium nitrite), C(C)(=O)[O-].[Na+] (sodium acetate), NC1=CC=CC=C1 (aniline), Cl (hydrochloric acid), C(CC#N)#N (malononitrile), C(C)(=O)O.FC=1C=C2C(=NC1)N(N=C2C(N)=N)CC2=C(C=CC=C2)F (5-Fluoro-1-(2-fluorobenzyl)-1H-pyrazolo[3,4-b]pyridine-3-carboximidamide acetate). The solvent is O (water), O (water), O (water), C(C)O (ethanol), CN(C)C=O (DMF), C(C)N(CC)CC (triethylamine). Run at temperature 0 celsius, time 2 hour. Yields the product FC=1C=C2C(=NC1)N(N=C2C2=NC(=C(C(=N2)N)\N=N\C2=CC=CC=C2)N)CC2=C(C=CC=C2)F (2-[5-Fluoro-1-(2-fluorobenzyl)-1H-pyrazolo[3,4-b]pyridin-3-yl]-5-[(E)-phenyldiazenyl]pyrimidine-4,6-diamine). As a reaction SMILES: [NH2:1][C:2]1[CH:7]=[CH:6][CH:5]=[CH:4][CH:3]=1.Cl.[N:9]([O-])=O.[Na+].C([O-])(=O)C.[Na+].[C:18](#[N:22])[CH2:19][C:20]#[N:21].C(O)(=O)C.[F:27][C:28]1[CH:29]=[C:30]2[C:36]([C:37](=[NH:39])[NH2:38])=[N:35][N:34]([CH2:40][C:41]3[CH:46]=[CH:45][CH:44]=[CH:43][C:42]=3[F:47])[C:31]2=[N:32][CH:33]=1>O.C(O)C.CN(C=O)C.C(N(CC)CC)C>[F:27][C:28]1[CH:29]=[C:30]2[C:36]([C:37]3[N:38]=[C:20]([NH2:21])[C:19](/[N:9]=[N:1]/[C:2]4[CH:7]=[CH:6][CH:5]=[CH:4][CH:3]=4)=[C:18]([NH2:22])[N:39]=3)=[N:35][N:34]([CH2:40][C:41]3[CH:46]=[CH:45][CH:44]=[CH:43][C:42]=3[F:47])[C:31]2=[N:32][CH:33]=1 |f:2.3,4.5,7.8|. Procedure details: With stirring, 3.85 g (41.34 mmol) of aniline were added to water (40 ml) and conc. hydrochloric acid (7.07 ml), and this mixture was cooled to 0° C. A solution of 2.85 g (41.34 mmol) of sodium nitrite in water (21 ml) was then added dropwise at between 0° C. and 5° C., followed by stirring at 0° C. for 15 min. Thereafter, at 0° C., a solution of 4.28 g (52.25 mmol) of sodium acetate in water (19 ml) was rapidly added dropwise, and then, with good stirring, a solution of 2.73 g (41.34 mmol) of m... Starting materials: C(=O)(C(F)(F)F)O (TFA), crude product, NC1=C(C=C(CC(C=O)CC(N2CCC(CC2)N2C(NC3=C(CC2)C=CC=C3)=O)=O)C=C1C(F)(F)F)Cl (2-(4-amino-3-chloro-5-trifluoromethyl-benzyl)-4-oxo-4-[4-(2-oxo-1,2,4,5-tetrahydro-1,3-benzodiazepin-3-yl)-piperidin-1-yl]-butyraldehyde), NC1=C(C=C(CC(C=O)CC(N2CCC(CC2)N2C(NC3=C(CC2)C=CC=C3)=O)=O)C=C1C(F)(F)F)Cl (2-(4-amino-3-chloro-5-trifluoromethyl-benzyl)-4-oxo-4-[4-(2-oxo-1,2,4,5-tetrahydro-1,3-benzodiazepin-3-yl)-piperidin-1-yl]-butyraldehyde), NC1=C(C=CC=C1)NCC1CCN(CC1)C(=O)OC(C)(C)C (tert. butyl 4-[(2-amino-phenylamino)-methyl]-piperidin-1-carboxylate), NC1=C(C=CC=C1)NCC1CCN(CC1)C(=O)OC(C)(C)C (tert. butyl 4-[(2-amino-phenylamino)-methyl]-piperidin-1-carboxylate). The solvent is ClCCl (dichloromethane), CN(C)C=O (DMF), ClCCl (dichloromethane). Run at time 16 hour. The product is NC1=C(C=C(C=C1C(F)(F)F)CC(CC(=O)N1CCC(CC1)N1C(NC2=C(CC1)C=CC=C2)=O)C2=NC1=C(N2CC2CCNCC2)C=CC=C1)Cl (3-{1-[4-(4-Amino-3-chloro-5-trifluoromethyl-phenyl)-3-(1-piperidin-4-ylmethyl-1H-benzimidazol-2-yl)-butyryl]-piperidin-4-yl}-1,3,4,5-tetrahydro-1,3-benzodiazepin-2-one). Reaction SMILES: [NH2:1][C:2]1[C:32]([C:33]([F:36])([F:35])[F:34])=[CH:31][C:5]([CH2:6][CH:7]([CH2:10][C:11](=[O:30])[N:12]2[CH2:17][CH2:16][CH:15]([N:18]3[CH2:24][CH2:23][C:22]4[CH:25]=[CH:26][CH:27]=[CH:28][C:21]=4[NH:20][C:19]3=[O:29])[CH2:14][CH2:13]2)[CH:8]=O)=[CH:4][C:3]=1[Cl:37].[NH2:38][C:39]1[CH:44]=[CH:43][CH:42]=[CH:41][C:40]=1[NH:45][CH2:46][CH:47]1[CH2:52][CH2:51][N:50](C(OC(C)(C)C)=O)[CH2:49][CH2:48]1.C(O)(C(F)(F)F)=O>CN(C=O)C.ClCCl>[NH2:1][C:2]1[C:32]([C:33]([F:34])([F:36])[F:35])=[CH:31][C:5]([CH2:6][CH:7]([C:8]2[N:45]([CH2:46][CH:47]3[CH2:48][CH2:49][NH:50][CH2:51][CH2:52]3)[C:40]3[CH:41]=[CH:42][CH:43]=[CH:44][C:39]=3[N:38]=2)[CH2:10][C:11]([N:12]2[CH2:13][CH2:14][CH:15]([N:18]3[CH2:24][CH2:23][C:22]4[CH:25]=[CH:26][CH:27]=[CH:28][C:21]=4[NH:20][C:19]3=[O:29])[CH2:16][CH2:17]2)=[O:30])=[CH:4][C:3]=1[Cl:37]. Reported procedure: To a solution of 537 mg (1.000 mmol) 2-(4-amino-3-chloro-5-trifluoromethyl-benzyl)-4-oxo-4-[4-(2-oxo-1,2,4,5-tetrahydro-1,3-benzodiazepin-3-yl)-piperidin-1-yl]-butyraldehyde (Intermediate product 36) in 10 mL DMF was added tert. butyl 4-[(2-amino-phenylamino)-methyl]-piperidin-1-carboxylate (Intermediate product 34) and the mixture was stirred for 16 hours in an atmosphere of air at RT. The reaction mixture was poured onto ice water, the precipitate formed was filtered off, washed with water and...